Dataset: the Open Reaction Database (ORD), a public repository of structured organic reaction records. Task: describe an organic reaction: reactants, conditions, products, and yield The reactants are FC1=C(C(C=O)=CC=C1)O (3-fluorosalicylaldehyde), C([O-])([O-])=O.[Cs+].[Cs+] (cesium carbonate), IC (iodomethane). Run in C(C)OCC (diethyl ether), CN(C=O)C (N,N-dimethylformamide). Reaction conditions: time 2 hour. The product is FC=1C(=C(C=O)C=CC1)OC (3-Fluoro-2-methoxy-benzaldehyde). Yield: 88.3%. Reaction SMILES: [F:1][C:2]1[CH:9]=[CH:8][CH:7]=[C:4]([CH:5]=[O:6])[C:3]=1[OH:10].[C:11](=O)([O-])[O-].[Cs+].[Cs+].IC>CN(C)C=O.C(OCC)C>[F:1][C:2]1[C:3]([O:10][CH3:11])=[C:4]([CH:7]=[CH:8][CH:9]=1)[CH:5]=[O:6] |f:1.2.3|. Procedure details: A mixture of 3-fluorosalicylaldehyde (3.52 g, 25.12 mmol) and cesium carbonate (20.46 g, 62.81 mmol) in N,N-dimethylformamide (30 mL) is treated with iodomethane (3.13 mL, 50.2 mmol) and stirred at room temperature under nitrogen for 2 h. The reaction mixture is diluted with diethyl ether (150 mL) and washed with 0.5 M hydrochloric acid (2×150 mL). The organic portion is dried over anhydrous sodium sulfate, filtered, and concentrated to afford 3.42 g (88%) of the title compound as a clear oil. 1... As a reaction SMILES: [CH3:1][C:2]1([CH3:12])[C@@H:4]([CH:5]=[C:6]([Br:8])[Br:7])[C@H:3]1[C:9]([OH:11])=[O:10].Cl[CH2:14][C:15]1[N:19]=[C:18]([O:20][C:21]2[CH:26]=[CH:25][CH:24]=[CH:23][CH:22]=2)[S:17][N:16]=1.C(=O)([O-])[O-].[K+].[K+]>O1CCOCCOCCOCCOCCOCC1.C(C(C)=O)C>[CH3:1][C:2]1([CH3:12])[C@@H:4]([CH:5]=[C:6]([Br:8])[Br:7])[C@H:3]1[C:9]([O:11][CH2:14][C:15]1[N:19]=[C:18]([O:20][C:21]2[CH:22]=[CH:23][CH:24]=[CH:25][CH:26]=2)[S:17][N:16]=1)=[O:10] |f:2.3.4|. Yields the product CC1([C@@H]([C@@H]1C=C(Br)Br)C(=O)OCC1=NSC(=N1)OC1=CC=CC=C1)C ([5-phenoxy-(1,2,4)-thiadiazol-3-yl]-methyl (1R,3R) 2,2-dimethyl-3-(2,2-dibromoethenyl)-cyclopropane-1-carboxylate). The yield is 59.9%. Run at time 24 hour. Solvent: C(C)C(=O)C (methyl ethyl ketone). Starting materials: CC1([C@@H]([C@@H]1C=C(Br)Br)C(=O)O)C ((1R,3R) 2,2-dimethyl-3-(2,2-dibromoethenyl)-cyclopropane-1-carboxylic acid), ClCC1=NSC(=N1)OC1=CC=CC=C1 (3-chloromethyl-5-phenoxy-[1,2,4]-thiadiazole), C([O-])([O-])=O.[K+].[K+] (potassium carbonate). Procedure details: A mixture of 3.3 g of (1R,3R) 2,2-dimethyl-3-(2,2-dibromoethenyl)-cyclopropane-1-carboxylic acid, 2.2 g of the product of Step A, 1.5 g of potassium carbonate, 100 mg of 1,4,7,10,13,16-hexaoxacyclooctadecane and 50 ml of methyl ethyl ketone wasrefluxed for 24 hours and was evaporated to dryness under reduced pressure.The residue was added to water and the aqueous mixture was extracted with ethyl acetate. The organic phase was evaporated to dryness under reduced pressure and the residue was chrom... Reagents/catalysts: O1CCOCCOCCOCCOCCOCC1 (1,4,7,10,13,16-hexaoxacyclooctadecane).